This data is from the Open Reaction Database (ORD), a public repository of structured organic reaction records. The task is: describe an organic reaction: reactants, conditions, products, and yield Reactants: C(=O)(N1C=NC=C1)N1C=NC=C1 (carbonyldiimidazole), FC1=CC=C(NC2=C(C(=O)NOCC3=CC=CC=C3)C=C(C(=C2)F)F)C=C1 (2-(4-Fluoro-anilino)-N-benzyloxy-4,5-difluoro-benzamide). Yields the product FC1=CC=C(C=C1)N1C(N(C(C2=CC(=C(C=C12)F)F)=O)OCC1=CC=CC=C1)=O (1-(4-Fluorophenyl)-3-benzyloxy-6,7-difluoro-1H-quinazoline-2,4-dione). The yield is 49.1%. As a reaction SMILES: [C:1](N1C=CN=C1)(N1C=CN=C1)=[O:2].[F:13][C:14]1[CH:39]=[CH:38][C:17]([NH:18][C:19]2[CH:35]=[C:34]([F:36])[C:33]([F:37])=[CH:32][C:20]=2[C:21]([NH:23][O:24][CH2:25][C:26]2[CH:31]=[CH:30][CH:29]=[CH:28][CH:27]=2)=[O:22])=[CH:16][CH:15]=1>>[F:13][C:14]1[CH:15]=[CH:16][C:17]([N:18]2[C:19]3[C:20](=[CH:32][C:33]([F:37])=[C:34]([F:36])[CH:35]=3)[C:21](=[O:22])[N:23]([O:24][CH2:25][C:26]3[CH:27]=[CH:28][CH:29]=[CH:30][CH:31]=3)[C:1]2=[O:2])=[CH:38][CH:39]=1. Procedure details: Using General Method 3, the reaction of carbonyldiimidazole (3.0 g, 18.4 mmol) and crude 2-(4-fluoro-anilino)-N-benzyloxy-4,5-difluoro-benzamide (Example U, 3.43 g, 9.2 mmol) provided 1.8 g of the title compound as a solid, mp 201-202° C. Yields the product NC=1SC=C(N1)/C(/C(=O)N[C@H]1[C@@H]2N(C(=C(CS2)CC2C=CC(O2)=O)C(=O)O)C1=O)=N/O (7β-[2-(2-Aminothiazol-4-yl)-2-Z-hydroxyiminoacetamido]-3-(2,5-dihydro-2-oxofuran-5-ylmethyl)ceph-3-em-4-carboxylic acid). Solvent: Cl (hydrochloric acid), C(=O)O (formic acid). Yield: 23.7%. The reactants are O=C1OC(C=C1)CC=1CS[C@H]2N(C1C(=O)OC(C1=CC=CC=C1)C1=CC=CC=C1)C([C@H]2NC(\C(\C=2N=C(SC2)NC(C2=CC=CC=C2)(C2=CC=CC=C2)C2=CC=CC=C2)=N/OC(C2=CC=CC=C2)(C2=CC=CC=C2)C2=CC=CC=C2)=O)=O (Diphenylmethyl 3-(2,5-dihydro-2-oxofuran-5-ylmethyl)-7β-[2-(2-triphenylmethylaminothiazol-4-yl)-2-Z-triphenylmethoxyiminoacetamido]ceph-3-em-4-carboxylate). Procedure details: Diphenylmethyl 3-(2,5-dihydro-2-oxofuran-5-ylmethyl)-7β-[2-(2-triphenylmethylaminothiazol-4-yl)-2-Z-triphenylmethoxyiminoacetamido]ceph-3-em-4-carboxylate, (0.375 g) was dissolved in a solution of 10% conc. hydrochloric acid in 98% formic acid (3 mls). Within a few minutes a colourless crystalline precipitate had formed. The solution was maintained at room temperature for 45 mins and then filtered. The solid was washed with a little 10% conc. hydrochloric acid/formic acid and then water. The sol... As a reaction SMILES: [O:1]=[C:2]1[CH:6]=[CH:5][CH:4]([CH2:7][C:8]2[CH2:9][S:10][C@@H:11]3[C@H:31]([NH:32][C:33](=[O:81])/[C:34](=[N:60]\[O:61]C(C4C=CC=CC=4)(C4C=CC=CC=4)C4C=CC=CC=4)/[C:35]4[N:36]=[C:37]([NH:40]C(C5C=CC=CC=5)(C5C=CC=CC=5)C5C=CC=CC=5)[S:38][CH:39]=4)[C:30](=[O:82])[N:12]3[C:13]=2[C:14]([O:16]C(C2C=CC=CC=2)C2C=CC=CC=2)=[O:15])[O:3]1>Cl.C(O)=O>[NH2:40][C:37]1[S:38][CH:39]=[C:35](/[C:34](=[N:60]/[OH:61])/[C:33]([NH:32][C@@H:31]2[C:30](=[O:82])[N:12]3[C:13]([C:14]([OH:16])=[O:15])=[C:8]([CH2:7][CH:4]4[O:3][C:2](=[O:1])[CH:6]=[CH:5]4)[CH2:9][S:10][C@H:11]23)=[O:81])[N:36]=1. Starting materials: NCCCCN1C(=NC=2C(=NC=3C=CC=CC3C21)N)C (1-(4-aminobutyl)-2-methyl-1H-imidazo[4,5-c]quinolin-4-amine), C1(=CC=CC=C1)S(=O)(=O)Cl (benzenesulfonyl chloride). The product is NC1=NC=2C=CC=CC2C2=C1N=C(N2CCCCNS(=O)(=O)C2=CC=CC=C2)C (N-[4-(4-amino-2-methyl-1H-imidazo[4,5-c]quinolin-1-yl)butyl]benzenesulfonamide). The yield is 48.8%. Reaction SMILES: [NH2:1][CH2:2][CH2:3][CH2:4][CH2:5][N:6]1[C:18]2[C:17]3[CH:16]=[CH:15][CH:14]=[CH:13][C:12]=3[N:11]=[C:10]([NH2:19])[C:9]=2[N:8]=[C:7]1[CH3:20].[C:21]1([S:27](Cl)(=[O:29])=[O:28])[CH:26]=[CH:25][CH:24]=[CH:23][CH:22]=1>>[NH2:19][C:10]1[C:9]2[N:8]=[C:7]([CH3:20])[N:6]([CH2:5][CH2:4][CH2:3][CH2:2][NH:1][S:27]([C:21]3[CH:26]=[CH:25][CH:24]=[CH:23][CH:22]=3)(=[O:29])=[O:28])[C:18]=2[C:17]2[CH:16]=[CH:15][CH:14]=[CH:13][C:12]=2[N:11]=1. Procedure: Using the general method of Example 232, 1-(4-aminobutyl)-2-methyl-1H-imidazo[4,5-c]quinolin-4-amine (0.50 g, 1.9 mmol) was reacted with benzenesulfonyl chloride (0.24 mL, 1.9 mmol) to provide 0.38 g of N-[4-(4-amino-2-methyl-1H-imidazo[4,5-c]quinolin-1-yl)butyl]benzenesulfonamide as brown granules, m.p. 215.4-216.0° C. Analysis: Calculated for C21H23N5O2S: % C, 61.59; % H, 5.66; % N, 17.10; Found % C, 61.24; % H, 5.65; % N, 16.95. Reactants: C1CCOC1, COC(=O)C(CC(=O)c1ccc(F)cc1)(CC(=O)c1ccc(S(C)(=O)=O)cc1)C(=O)OC, [Cl-], [Cl-], [Cl-], [Cl-], [Ti+4], [Zn]. Product: COC(=O)C1(C(=O)OC)CC(c2ccc(F)cc2)=C(c2ccc(S(C)(=O)=O)cc2)C1. As a reaction SMILES: [CH2:33]1[O:34][CH2:35][CH2:36][CH2:37]1.[CH3:1][O:2][C:3]([C:4]([C:5](=[O:6])[O:7][CH3:8])([CH2:9][C:10]([c:12]1[cH:13][cH:14][c:15]([S:18](=[O:19])(=[O:20])[CH3:21])[cH:16][cH:17]1)=[O:24])[CH2:22][C:23](=[O:11])[c:25]1[cH:26][cH:27][c:28]([F:31])[cH:29][cH:30]1)=[O:32].[Cl-:39].[Cl-:41].[Cl-:42].[Cl-:43].[Ti+4:40].[Zn:38]>>[CH3:1][O:2][C:3]([C:4]1([C:5](=[O:6])[O:7][CH3:8])[CH2:9][C:10]([c:12]2[cH:13][cH:14][c:15]([S:18](=[O:19])(=[O:20])[CH3:21])[cH:16][cH:17]2)=[C:23]([c:25]2[cH:26][cH:27][c:28]([F:31])[cH:29][cH:30]2)[CH2:22]1)=[O:32]. Starting materials: CS(=O)(=O)OC(CCC\C=C/CCCCC)C(CCC\C=C/CCCCC)CCC\C=C/CCCCC ((6Z,16Z)-12-((Z)-dec-4-en-1-yl)docosa-6,16-dien-11-yl methanesulfonate), CN(C)C(CCC)O (N,N-dimethylaminobutanol), [H-].[Na+] (NaH), O (water). Run in C1(=CC=CC=C1)C (toluene). Reaction conditions: temperature 115 celsius, time 50 hour. The product is C(CC\C=C/CCCCC)C(C(CCC\C=C/CCCCC)OCCCCN(C)C)CCC\C=C/CCCCC (4-(((6Z,16Z)-12-((Z)-dec-4-en-1-yl)docosa-6,16-dien-11-yl)oxy)-N,N-dimethylbutan-1-amine). The yield is 12.7%. Reaction SMILES: CS([O:5][CH:6]([CH:17]([CH2:28][CH2:29][CH2:30]/[CH:31]=[CH:32]\[CH2:33][CH2:34][CH2:35][CH2:36][CH3:37])[CH2:18][CH2:19][CH2:20]/[CH:21]=[CH:22]\[CH2:23][CH2:24][CH2:25][CH2:26][CH3:27])[CH2:7][CH2:8][CH2:9]/[CH:10]=[CH:11]\[CH2:12][CH2:13][CH2:14][CH2:15][CH3:16])(=O)=O.[CH3:38][N:39]([CH:41](O)[CH2:42][CH2:43][CH3:44])[CH3:40].[H-].[Na+].O>C1(C)C=CC=CC=1>[CH2:18]([CH:17]([CH2:28][CH2:29][CH2:30]/[CH:31]=[CH:32]\[CH2:33][CH2:34][CH2:35][CH2:36][CH3:37])[CH:6]([O:5][CH2:44][CH2:43][CH2:42][CH2:41][N:39]([CH3:40])[CH3:38])[CH2:7][CH2:8][CH2:9]/[CH:10]=[CH:11]\[CH2:12][CH2:13][CH2:14][CH2:15][CH3:16])[CH2:19][CH2:20]/[CH:21]=[CH:22]\[CH2:23][CH2:24][CH2:25][CH2:26][CH3:27] |f:2.3|. Procedure details: A solution of the mesylate 61 (1.09 g, 2.01 mmol) in toluene (30 mL) was successively treated with N,N-dimethylaminobutanol (1.34 mL, 10.1 mmol) and NaH (442 mg as a 60% dispersion in oil, 11.1 mmol). Once gas evolution ceased the reaction mixture was brought to reflux (115° C. bath temp.) and stirred (50 h). The reaction mixture was then cooled (rt) and poured into cold water and then extracted with EtOAc. The combined organics were washed with water and brine, dried (Na2SO4), filtered, concent... The product is Cl.OC[C@@H]1NC[C@H](C1)C ((2R,4S)-2-hydroxymethyl-4-methylpyrrolidine hydrochloride). Reactants: C(C)(C)(C)OC(=O)N1[C@H](C[C@@H](C1)C)CO ((2R,4S)-1-tert-Butoxycarbonyl-2-hydroxymethyl-4-methylpyrrolidine), Cl.O1CCOCC1 (hydrogen chloride dioxane). As a reaction SMILES: C(OC([N:8]1[CH2:12][C@@H:11]([CH3:13])[CH2:10][C@@H:9]1[CH2:14][OH:15])=O)(C)(C)C.[ClH:16].O1CCOCC1>>[ClH:16].[OH:15][CH2:14][C@H:9]1[CH2:10][C@H:11]([CH3:13])[CH2:12][NH:8]1 |f:1.2,3.4|. Procedure details: (2R,4S)-4-Methylpyrrolidine-2-carboxylic acid described in J. Chem. Soc. C, pp. 514-522 (1971) is reacted with di-tert-butyl dicarbonate to give (2R,4S)-1-tert-butoxycarbonyl-4-methylpyrrolidine-2-carboxylic acid. (2R,4S)-1-tert-Butoxycarbonyl-4-methylpyrrolidine-2-carboxylic acid is reacted with methyl iodide in the presence of potassium carbonate in acetonitrile solvent to give methyl (2R,4S)-1-tert-butoxycarbonyl-4-methylpyrrolidine-2-carboxylate. Methyl (2R,4S)-1-tert-butoxycarbonyl-4-methyl... Reactants: BrCc1cccc(Br)c1, C1CCOC1, CCCC[N+](CCCC)(CCCC)CCCC, OCCO, [H-], [I-], [Na+], O. Yields the product OCCOCc1cccc(Br)c1. RXN SMILES: [Br:7][c:8]1[cH:9][c:10]([CH2:14][Br:15])[cH:11][cH:12][cH:13]1.[CH2:16]1[O:17][CH2:18][CH2:19][CH2:20]1.[CH2:22]([N+:23]([CH2:24][CH2:25][CH2:26][CH3:27])([CH2:28][CH2:29][CH2:30][CH3:31])[CH2:32][CH2:33][CH2:34][CH3:35])[CH2:36][CH2:37][CH3:38].[CH2:3]([CH2:4][OH:5])[OH:6].[H-:1].[I-:21].[Na+:2].[OH2:39]>>[CH2:3]([CH2:4][O:5][CH2:14][c:10]1[cH:9][c:8]([Br:7])[cH:13][cH:12][cH:11]1)[OH:6].